Dataset: the Open Reaction Database (ORD), a public repository of structured organic reaction records. Task: describe an organic reaction: reactants, conditions, products, and yield Starting materials: C(C=C)OC1(CCN(CC1)C1=C(C(=NC=2N1N=C(C2)C=2C=C(C=CC2)C2=C(C=CC=C2)CCC=C)C)[C@@H](C(=O)OC)OC(C)(C)C)C ((S)-Methyl 2-(7-(4-(allyloxy)-4-methylpiperidin-1-yl)-2-(2′-(but-3-en-1-yl)-[1,1′-biphenyl]-3-yl)-5-methylpyrazolo[1,5-a]pyrimidin-6-yl)-2-(tert-butoxy)acetate), CCCCCC.CCOC(=O)C (hexane EtOAc). The reagents and catalysts are CC1=CC(=C(C(=C1)C)N2CCN(C2=[Ru](=CC3=C(C=CC=C3)OC(C)C)(Cl)Cl)C4=C(C=C(C=C4C)C)C)C (Hoveyda-Grubbs Catalyst 2nd generation). Solvent: ClCCCl (DCE). Run at temperature 75 celsius, time 2 hour. Yields the product C(C)(C)(C)O[C@H](C(=O)OC)C1=C2N3CCC(OC\C=C/CCC=4C=CC=CC4C4=CC=CC(C5=NN2C(N=C1C)=C5)=C4)(CC3)C (Methyl (2S)-2-(tert-butoxy)-2-[(23Z)-4,27-dimethyl-26-oxa-1,5,7,8-tetraazahexacyclo[25.2.2.16,9.110,14.02,7.015,20]tritriaconta-2,4,6(33),8,10(32),11,13,15(20),16,18,23-undecaen-3-yl]acetate). As a reaction SMILES: C([O:4][C:5]1([CH3:47])[CH2:10][CH2:9][N:8]([C:11]2[N:16]3[N:17]=[C:18]([C:20]4[CH:21]=[C:22]([C:26]5C=[CH:30][CH:29]=[CH:28][C:27]=5CCC=C)[CH:23]=[CH:24][CH:25]=4)[CH:19]=[C:15]3[N:14]=[C:13]([CH3:36])[C:12]=2[C@H:37]([O:42][C:43]([CH3:46])([CH3:45])[CH3:44])[C:38]([O:40][CH3:41])=[O:39])[CH2:7][CH2:6]1)C=C.[CH3:48][CH2:49][CH2:50][CH2:51][CH2:52][CH3:53].CCOC(C)=O>ClCCCl.CC1C=C(C)C(N2C(=[Ru](Cl)(Cl)=CC3C=CC=CC=3OC(C)C)N(C3C(C)=CC(C)=CC=3C)CC2)=C(C)C=1>[C:43]([O:42][C@@H:37]([C:12]1[C:13]([CH3:36])=[N:14][C:15]2=[CH:19][C:18]3=[N:17][N:16]2[C:11]=1[N:8]1[CH2:9][CH2:10][C:5]([CH3:47])([O:4][CH2:48][CH:49]=[CH:50][CH2:51][CH2:52][C:53]2[CH:30]=[CH:29][CH:28]=[CH:27][C:26]=2[C:22]2[CH:21]=[C:20]3[CH:25]=[CH:24][CH:23]=2)[CH2:6][CH2:7]1)[C:38]([O:40][CH3:41])=[O:39])([CH3:46])([CH3:44])[CH3:45] |f:1.2|. Procedure: (S)-Methyl 2-(7-(4-(allyloxy)-4-methylpiperidin-1-yl)-2-(2′-(but-3-en-1-yl)-[1,1′-biphenyl]-3-yl)-5-methylpyrazolo[1,5-a]pyrimidin-6-yl)-2-(tert-butoxy)acetate (116 mg, 0.182 mmol) was dissolved in DCE (150 mL). The solution was heated to 75° C. in an oil bath under an N2 atmosphere. Once the reaction flask had reached 75° C. the Hoveyda-Grubbs Catalyst 2nd generation (11.45 mg, 0.018 mmol) was added. The yellow reaction mixture turned green. Stirring at 85° C. was continued for 2 h at which tim... The reactants are N,N'-Carbonyldiimidazole, COC1=C(C=CC=C1)CC(=O)O (2-(2-methoxyphenyl)acetic acid), S1C(=CC=C1)CN ((2-thienyl)methylamine). Run in ClCCl (dichloromethane). Run at time 1 hour. Yields the product S1C(=CC=C1)CNC(CC1=C(C=CC=C1)OC)=O (N-(2-Thienyl)methyl-2-(2-methoxyphenyl)acetamide). RXN SMILES: [CH3:1][O:2][C:3]1[CH:8]=[CH:7][CH:6]=[CH:5][C:4]=1[CH2:9][C:10]([OH:12])=O.[S:13]1[CH:17]=[CH:16][CH:15]=[C:14]1[CH2:18][NH2:19]>ClCCl>[S:13]1[CH:17]=[CH:16][CH:15]=[C:14]1[CH2:18][NH:19][C:10](=[O:12])[CH2:9][C:4]1[CH:5]=[CH:6][CH:7]=[CH:8][C:3]=1[O:2][CH3:1]. Procedure: N,N'-Carbonyldiimidazole (8.1 g) is added to a stirred solution of 2-(2-methoxyphenyl)acetic acid (8.3 g) in anhydrous dichloromethane (80 cc), cooled to +5° C.; stirring of the reaction mixture is continued for 1 hour and a half and (2-thienyl)methylamine (5.1 cc) is then added. Stirring of the reaction mixture is continued for 1 hour at +5° C. and then for 2 hours at ambient temperature. The reaction mixture is then washed with distilled water (2×40 cc); the organic solution is dried over magn... Starting materials: C(CC)C=1C=NC(=NC1)N1CCC(CC1)OC=1SC2=C(N1)C=CC(=C2)C=2CCNCC2 (2-(1-(5-Propylpyrimidin-2-yl)piperidin-4-yloxy)-6-(1,2,3,6-tetrahydropyridin-4-yl)benzo[d]thiazole), CC(CS(=O)(=O)Cl)C (2-methylpropane-1-sulfonyl chloride). Product: C(C(C)C)S(=O)(=O)N1CCC(=CC1)C1=CC2=C(N=C(S2)OC2CCN(CC2)C2=NC=C(C=N2)CCC)C=C1 (6-(1-(Isobutylsulfonyl)-1,2,3,6-tetrahydropyridin-4-yl)-2-(1-(5-propylpyrimidin-2-yl)piperidin-4-yloxy)benzo[d]thiazole). As a reaction SMILES: [CH2:1]([C:4]1[CH:5]=[N:6][C:7]([N:10]2[CH2:15][CH2:14][CH:13]([O:16][C:17]3[S:18][C:19]4[CH:25]=[C:24]([C:26]5[CH2:27][CH2:28][NH:29][CH2:30][CH:31]=5)[CH:23]=[CH:22][C:20]=4[N:21]=3)[CH2:12][CH2:11]2)=[N:8][CH:9]=1)[CH2:2][CH3:3].[CH3:32][CH:33]([CH3:39])[CH2:34][S:35](Cl)(=[O:37])=[O:36]>>[CH2:34]([S:35]([N:29]1[CH2:28][CH:27]=[C:26]([C:24]2[CH:23]=[CH:22][C:20]3[N:21]=[C:17]([O:16][CH:13]4[CH2:14][CH2:15][N:10]([C:7]5[N:8]=[CH:9][C:4]([CH2:1][CH2:2][CH3:3])=[CH:5][N:6]=5)[CH2:11][CH2:12]4)[S:18][C:19]=3[CH:25]=2)[CH2:31][CH2:30]1)(=[O:37])=[O:36])[CH:33]([CH3:39])[CH3:32]. Procedure details: Example 11 was prepared from Compound 1E and 2-methylpropane-1-sulfonyl chloride in a similar manner to the procedure described in Example 1. LCMS (M+H)+=556. Starting materials: CCN, CCNC1=NS(=O)(=O)N=C1OC, COC1=NS(=O)(=O)N=C1OC, CN(C)Cc1ccc(CSCCN)o1. The product is CCNC1=NS(=O)(=O)N=C1NCCSCc1ccc(CN(C)C)o1. As a reaction SMILES: [CH3:12][CH2:13][NH2:14].[CH3:15][O:16][C:17]1=[N:18][S:19](=[O:25])(=[O:26])[N:20]=[C:21]1[NH:22][CH2:23][CH3:24].[CH3:1][O:2][C:3]1=[N:11][S:8](=[O:9])(=[O:10])[N:7]=[C:4]1[O:5][CH3:6].[CH3:27][N:28]([CH3:29])[CH2:30][c:31]1[cH:32][cH:33][c:34]([CH2:36][S:37][CH2:38][CH2:39][NH2:40])[o:35]1>>[C:17]1([NH:40][CH2:39][CH2:38][S:37][CH2:36][c:34]2[cH:33][cH:32][c:31]([CH2:30][N:28]([CH3:27])[CH3:29])[o:35]2)=[N:18][S:19](=[O:25])(=[O:26])[N:20]=[C:21]1[NH:22][CH2:23][CH3:24].